Dataset: the Open Reaction Database (ORD), a public repository of structured organic reaction records. Task: describe an organic reaction: reactants, conditions, products, and yield Product: C(CC(C)C)NC1=C(C=CC=C1)N (N-isoamyl-o-phenylenediamine). Solvent: CC(=O)C (acetone), O (water), C(C)O (ethanol). Procedure: Under cooling, o-nitroacetoanilide (7.2 g, 40 mmol), acetone (28 ml) and powdered potassium hydroxide (2.2 g, 39 mmol) were mixed, to which 1-bromo-3-methylbutane (6.0 g, 40 mmol) was added. After the mixture was refluxed for 5 hours, the precipitate was removed by filtration. The filtrate was concentrated in vacuo and was extracted with chloroform. The occurred oily substance (9.8 g, 39 mmol) was refluxed for concd. hydrochloric acid (39 ml, 390 mmol) for 3 hours. The resultant was extracted wi... Starting materials: [N+](=O)([O-])C1=C(NC(C)=O)C=CC=C1 (o-nitroacetoanilide), [OH-].[K+] (potassium hydroxide), BrCCC(C)C (1-bromo-3-methylbutane), Cl (hydrochloric acid), Cl (hydrochloric acid). RXN SMILES: [N+:1]([C:4]1[CH:13]=[CH:12][CH:11]=[CH:10][C:5]=1[NH:6][C:7](=O)[CH3:8])([O-])=O.[OH-].[K+].Br[CH2:17][CH2:18][CH:19](C)C.Cl>[Fe].O.C(O)C.CC(C)=O>[CH2:7]([NH:6][C:5]1[CH:10]=[CH:11][CH:12]=[CH:13][C:4]=1[NH2:1])[CH2:8][CH:18]([CH3:19])[CH3:17] |f:1.2|. Reagents/catalysts: [Fe] (iron). The reactants are P(=O)(Cl)(Cl)Cl (Phosphoryl chloride), NC1=NC(=NC=C1)C(C(=O)O)=NOC (2-(4-aminopyrimidin-2-yl)-2-methoxyiminoacetic acid), resultant solution, NC1[C@@H]2N(C(=C(CS2)C(C)SC2=NN=NN2)C(=O)O)C1=O (7-amino-3-(1-methyl-1H-tetrazol-5-ylthiomethyl)-3-cephem-4-carboxylic acid), C[Si](C)(C)CC(=O)N (trimethylsilylacetamide), C([O-])(O)=O.[Na+] (sodium bicarbonate). Run in C(C)(=O)OCC (ethyl acetate), CN(C=O)C (N,N-dimethylformamide), O (water), C(C)(=O)OCC (ethyl acetate). Conditions: temperature -20 celsius, time 45 minute. Product: NC1=NC(=NC=C1)C(C(=O)NC1[C@@H]2N(C(=C(CS2)C(C)SC2=NN=NN2)C(=O)O)C1=O)=NOC (7-[ 2-(4-aminopyrimidin-2-yl)-2-methoxyiminoacetamido]-3-(1-methyl-1H-tetrazol-5-ylthiomethyl)-3-cephem-4-carboxylic acid). Yield: 19.5%. RXN SMILES: P(Cl)(Cl)(Cl)=O.[NH2:6][C:7]1[CH:12]=[CH:11][N:10]=[C:9]([C:13](=[N:17][O:18][CH3:19])[C:14]([OH:16])=O)[N:8]=1.[NH2:20][CH:21]1[C:39](=[O:40])[N:23]2[C:24]([C:36]([OH:38])=[O:37])=[C:25]([CH:28]([S:30][C:31]3[NH:35][N:34]=[N:33][N:32]=3)[CH3:29])[CH2:26][S:27][C@H:22]12.C[Si](CC(N)=O)(C)C.C(=O)(O)[O-].[Na+]>C(OCC)(=O)C.O.CN(C)C=O>[NH2:6][C:7]1[CH:12]=[CH:11][N:10]=[C:9]([C:13](=[N:17][O:18][CH3:19])[C:14]([NH:20][CH:21]2[C:39](=[O:40])[N:23]3[C:24]([C:36]([OH:38])=[O:37])=[C:25]([CH:28]([S:30][C:31]4[NH:32][N:33]=[N:34][N:35]=4)[CH3:29])[CH2:26][S:27][C@H:22]23)=[O:16])[N:8]=1 |f:4.5|. Procedure: Phosphoryl chloride (500 mg.) was added dropwise to a suspension of 2-(4-aminopyrimidin-2-yl)-2-methoxyiminoacetic acid (syn isomer) (250 mg.) in ethyl acetate (5 ml.) at 0° to 6° C. with stirring and the stirring was continued at the same temperature for 45 minutes. To this solution was added dropwise N,N-dimethylformamide (0.7 ml.) over a period of 6 minutes at 0° to 6° C. with stirring, and the stirring was continued at the same temperature for 40 minutes. To the resultant solution was added ... The reactants are BrC1=C(C=C(N)C=C1)C (4-bromo-3-methylaniline), C(C)(=O)O (acetic acid), [OH-].[Na+] (NaOH), C(C)(=O)[O-].[Na+] (sodium acetate), [BH4-].[Na+] (sodium borohydride). Solvent: CC(=O)C (acetone), C(C)O (ethanol), O (water). Conditions: time 5 minute. Yields the product BrC1=C(C=C(C=C1)NC(C)C)C ((4-Bromo-3-methylphenyl)isopropylamine). The yield is 92.0%. As a reaction SMILES: [Br:1][C:2]1[CH:8]=[CH:7][C:5]([NH2:6])=[CH:4][C:3]=1[CH3:9].[C:10]([O-])(=O)[CH3:11].[Na+].[BH4-].[Na+].[OH-].[Na+].[C:19](O)(=O)C>CC(C)=O.C(O)C.O>[Br:1][C:2]1[CH:8]=[CH:7][C:5]([NH:6][CH:10]([CH3:11])[CH3:19])=[CH:4][C:3]=1[CH3:9] |f:1.2,3.4,5.6|. Reported procedure: A solution of 4-bromo-3-methylaniline (5.05 g, 27 mmol) in acetic acid (6.0 mL), acetone (7.0 mL), ethanol (25.0 mL) and water (16.0 mL) was cooled to 0° C. and treated with sodium acetate (7.16 g, mmol). The reaction was stirred 5 minutes and then treated slowly and in several small portions with sodium borohydride (5.15 g, 136 mmol) and the resulting reaction mixture was stirred at 0° C. for 3 hours. The solution was neutralized with NaOH pellets and extracted with ether (2×). The combined org... The reactants are ClC1=CC(=NC(=N1)NC)N1C[C@H](CC[C@H]1C)C(=O)NC1CCCCC1 ((3S,6R)-1-[6-Chloro-2-(methylamino)-4-pyrimidinyl]-N-cyclohexyl-6-methyl-3-piperidinecarboxamide), CC1=NNC2=CC(=CC=C12)B1OC(C(O1)(C)C)(C)C (3-methyl-6-(4,4,5,5-tetramethyl-1,3,2-dioxaborolan-2-yl)-1H-indazole), C1(CCCCC1)P(C1CCCCC1)C1CCCCC1 (tricyclohexylphosphine), [O-]P(=O)([O-])[O-].[K+].[K+].[K+] (K3PO4). The reagents and catalysts are C=1C=CC(=CC1)/C=C/C(=O)/C=C/C2=CC=CC=C2.C=1C=CC(=CC1)/C=C/C(=O)/C=C/C2=CC=CC=C2.C=1C=CC(=CC1)/C=C/C(=O)/C=C/C2=CC=CC=C2.[Pd].[Pd] (Pd2(dba)3). Solvent: O (water), O1CCOCC1 (1,4-dioxane). Reaction conditions: temperature 100 celsius. Product: C1(CCCCC1)NC(=O)[C@@H]1CN([C@@H](CC1)C)C1=NC(=NC(=C1)C1=CC=C2C(=NNC2=C1)C)NC ((3S,6R)—N-Cyclohexyl-6-methyl-1-[2-(methylamino)-6-(3-methyl-1H-indazol-6-yl)-4-pyrimidinyl]-3-piperidinecarboxamide). Isolated yield 35.0%. Reaction SMILES: Cl[C:2]1[N:7]=[C:6]([NH:8][CH3:9])[N:5]=[C:4]([N:10]2[C@H:15]([CH3:16])[CH2:14][CH2:13][C@H:12]([C:17]([NH:19][CH:20]3[CH2:25][CH2:24][CH2:23][CH2:22][CH2:21]3)=[O:18])[CH2:11]2)[CH:3]=1.[CH3:26][C:27]1[C:35]2[C:30](=[CH:31][C:32](B3OC(C)(C)C(C)(C)O3)=[CH:33][CH:34]=2)[NH:29][N:28]=1.C1(P(C2CCCCC2)C2CCCCC2)CCCCC1.[O-]P([O-])([O-])=O.[K+].[K+].[K+]>C1C=CC(/C=C/C(/C=C/C2C=CC=CC=2)=O)=CC=1.C1C=CC(/C=C/C(/C=C/C2C=CC=CC=2)=O)=CC=1.C1C=CC(/C=C/C(/C=C/C2C=CC=CC=2)=O)=CC=1.[Pd].[Pd].O.O1CCOCC1>[CH:20]1([NH:19][C:17]([C@H:12]2[CH2:13][CH2:14][C@@H:15]([CH3:16])[N:10]([C:4]3[CH:3]=[C:2]([C:32]4[CH:31]=[C:30]5[C:35]([C:27]([CH3:26])=[N:28][NH:29]5)=[CH:34][CH:33]=4)[N:7]=[C:6]([NH:8][CH3:9])[N:5]=3)[CH2:11]2)=[O:18])[CH2:25][CH2:24][CH2:23][CH2:22][CH2:21]1 |f:3.4.5.6,7.8.9.10.11|. Reported procedure: (3S,6R)-1-[6-Chloro-2-(methylamino)-4-pyrimidinyl]-N-cyclohexyl-6-methyl-3-piperidinecarboxamide (440 mg, 1.20 mmol), 3-methyl-6-(4,4,5,5-tetramethyl-1,3,2-dioxaborolan-2-yl)-1H-indazole (466 mg, 1.80 mmol, 1.5 equiv), tricyclohexylphosphine (50 mg, 0.18 mmol, 0.15 equiv), Pd2(dba)3 (83 mg, 0.09 mmol, 0.075 equiv) and K3PO4 (434 mg, 2.04 mmol, 1.7 equiv) were charged to a 30 mL microwave vial, followed by addition of 1,4-dioxane (4.5 mL) and water (1.5 mL). The mixture was bubbled with argon for... Reactants: IC1=NNC2=CC=C(C=C12)C=O (3-Iodo-1H-indazole-5-carbaldehyde), BrCC1=C(C=C(C=C1)C(F)(F)F)C(F)(F)F (1-Bromomethyl-2,4-bis-trifluoromethyl-benzene). Product: FC(C1=C(CN2N=C(C3=CC(=CC=C23)C=O)I)C=CC(=C1)C(F)(F)F)(F)F (1-(2,4-Bis-trifluoromethyl-benzyl)-3-iodo-1H-indazole-5-carbaldehyde). RXN SMILES: [I:1][C:2]1[C:10]2[C:5](=[CH:6][CH:7]=[C:8]([CH:11]=[O:12])[CH:9]=2)[NH:4][N:3]=1.Br[CH2:14][C:15]1[CH:20]=[CH:19][C:18]([C:21]([F:24])([F:23])[F:22])=[CH:17][C:16]=1[C:25]([F:28])([F:27])[F:26]>>[F:26][C:25]([F:27])([F:28])[C:16]1[CH:17]=[C:18]([C:21]([F:24])([F:22])[F:23])[CH:19]=[CH:20][C:15]=1[CH2:14][N:4]1[C:5]2[C:10](=[CH:9][C:8]([CH:11]=[O:12])=[CH:7][CH:6]=2)[C:2]([I:1])=[N:3]1. Procedure: 1-(2,4-Bis-trifluoromethyl-benzyl)-3-iodo-1H-indazole-5-carbaldehyde was prepared from 3-Iodo-1H-indazole-5-carbaldehyde and 1-Bromomethyl-2,4-bis-trifluoromethyl-benzene following general procedure A.